Dataset: the Open Reaction Database (ORD), a public repository of structured organic reaction records. Task: describe an organic reaction: reactants, conditions, products, and yield Starting materials: C([O-])([O-])=O.[K+].[K+] (potassium carbonate), methanolic solution, C[O-].[Na+] (sodium methoxide), BrCC(=O)C1=CC=C(C=C1)Cl (2-bromo-4'-chloroacetophenone), Cl.FC1=CC=C(CC2CCNCC2)C=C1 (4-(4-fluorobenzyl)-piperidine hydrochloride). Run in C(C)O (ethanol). Run at time 15 minute. Yields the product FC1=CC=C(CC2CCN(CC2)CC(=O)C2=CC=C(C=C2)Cl)C=C1 (2-[4-(4-Fluorobenzyl)-piperidino]-4'-chloroacetophenone). Reaction SMILES: C[O-].[Na+].Cl.[F:5][C:6]1[CH:18]=[CH:17][C:9]([CH2:10][CH:11]2[CH2:16][CH2:15][NH:14][CH2:13][CH2:12]2)=[CH:8][CH:7]=1.C(=O)([O-])[O-].[K+].[K+].Br[CH2:26][C:27]([C:29]1[CH:34]=[CH:33][C:32]([Cl:35])=[CH:31][CH:30]=1)=[O:28]>C(O)C>[F:5][C:6]1[CH:7]=[CH:8][C:9]([CH2:10][CH:11]2[CH2:12][CH2:13][N:14]([CH2:26][C:27]([C:29]3[CH:34]=[CH:33][C:32]([Cl:35])=[CH:31][CH:30]=3)=[O:28])[CH2:15][CH2:16]2)=[CH:17][CH:18]=1 |f:0.1,2.3,4.5.6|. Procedure: 78 ml of ethanol are placed in a 250 ml conical flask and 2 ml of a 5.3N methanolic solution of sodium methoxide are added. 2.29 g (0.01 mol) of 4-(4-fluorobenzyl)-piperidine hydrochloride are added and the mixture is stirred for 15 minutes. 1.38 g of potassium carbonate are then added, followed by 2.33 g (0.01 mol) of 2-bromo-4'-chloroacetophenone, and the mixture is heated under reflux for 2 hours. It is left to cool, the inorganic precipitate is filtered off, the filtrate is evaporated to dry...